From a dataset of the Open Reaction Database (ORD), a public repository of structured organic reaction records. describe an organic reaction: reactants, conditions, products, and yield Starting materials: C(CCCC)O (Amyl alcohol), COC1=C(C=CC=C1OC)O (2,3-dimethoxyphenol), BrC1=C(C=CC=C1)C(C)=O (2'-bromoacetophenone), C([O-])([O-])=O.[K+].[K+] (potassium carbonate). Reagents/catalysts: C(C)(=O)[O-].[Cu+2].C(C)(=O)[O-] (copper acetate). The solvent is C(C)(=O)OCC (ethyl acetate). Reaction conditions: temperature 150 celsius, time 8 hour. The product is COC1=C(OCC(=O)C2=CC=CC=C2)C=CC=C1OC (2-(2,3-dimethoxyphenoxy)acetophenone). The yield is 86.1%. Reaction SMILES: C(O)CCCC.[CH3:7][O:8][C:9]1[C:14]([O:15][CH3:16])=[CH:13][CH:12]=[CH:11][C:10]=1[OH:17].Br[C:19]1[CH:24]=[CH:23][CH:22]=[CH:21][C:20]=1[C:25](=[O:27])[CH3:26].C(=O)([O-])[O-].[K+].[K+]>C([O-])(=O)C.[Cu+2].C([O-])(=O)C.C(OCC)(=O)C>[CH3:7][O:8][C:9]1[C:14]([O:15][CH3:16])=[CH:13][CH:12]=[CH:11][C:10]=1[O:17][CH2:26][C:25]([C:20]1[CH:21]=[CH:22][CH:23]=[CH:24][CH:19]=1)=[O:27] |f:3.4.5,6.7.8|. Reported procedure: Amyl alcohol (44 ml) was added to 2,3-dimethoxyphenol (5 g), 2'-bromoacetophenone (7 g), potassium carbonate (6.7 g) and copper acetate (1.1 g), followed by heating and stirring at 150° C. for 8 hours for reacting them together. To the reaction solution was added ethyl acetate (300 ml), and the resulting solution was washed in dilute hydrochloric acid, in water, and in a saturated sodium chloride solution, and dried over anhydrous magnesium sulfate, and the solvents therein were distilled off un... Reactants: C(C)(=O)C1=CC2=C(OC3(CC3)C2=O)C=C1 (5-acetylspiro[benzo-[b]furan-2(3H), 1'-cyclopropane]-3-one), [BH4-].[Na+] (NaBH4), [Cl-].[NH4+] (ammonium chloride), ice water. Run in O1CCCC1 (tetrahydrofuran), C(C)(C)O (isopropanol). Reaction conditions: temperature -50 celsius, time 30 minute. Product: OC(C)C1=CC2=C(OC3(CC3)C2=O)C=C1 (5-(1-hydroxyethyl)spiro[benzo[b]furan-2(3H), 1'-cyclopropane]-3-one). As a reaction SMILES: [C:1]([C:4]1[CH:15]=[CH:14][C:7]2[O:8][C:9]3([C:12](=[O:13])[C:6]=2[CH:5]=1)[CH2:11][CH2:10]3)(=[O:3])[CH3:2].[BH4-].[Na+].[Cl-].[NH4+]>O1CCCC1.C(O)(C)C>[OH:3][CH:1]([C:4]1[CH:15]=[CH:14][C:7]2[O:8][C:9]3([C:12](=[O:13])[C:6]=2[CH:5]=1)[CH2:11][CH2:10]3)[CH3:2] |f:1.2,3.4|. Reported procedure: To a well stirred solution of 5-acetylspiro[benzo-[b]furan-2(3H), 1'-cyclopropane]-3-one (1 g) in tetrahydrofuran (25 ml) and isopropanol (3 ml) was added portionwise NaBH4 (0.9 g) cooling at -50° C. The reaction mixture was then stirred at room temperature for 30 minutes, followed by dilution with ice-water, which was neutralized with aqueous ammonium chloride. The aqueous solution was extracted with ethyl acetate. The extract was washed with water and dried. The residue obtained by removal of ... The reactants are C1N2CN3CN1CN(C2)C3, Cn1ccc(-c2ccc([N+](=O)[O-])o2)n1, [Na+], [Na+], O=C([O-])[O-], O, O=C(O)C(F)(F)F. Yields the product Cn1cc(C=O)c(-c2ccc([N+](=O)[O-])o2)n1. Reaction SMILES: [CH2:15]1[N:16]2[CH2:17][N:18]3[CH2:19][N:20]([CH2:21]2)[CH2:22][N:23]1[CH2:24]3.[CH3:1][n:2]1[n:3][c:4](-[c:7]2[o:8][c:9]([N+:12](=[O:13])[O-:14])[cH:10][cH:11]2)[cH:5][cH:6]1.[Na+:32].[Na+:33].[O-:34][C:35](=[O:36])[O-:37].[OH2:38].[OH:25][C:26]([C:27]([F:28])([F:29])[F:30])=[O:31]>>[CH3:1][n:2]1[n:3][c:4](-[c:7]2[o:8][c:9]([N+:12](=[O:13])[O-:14])[cH:10][cH:11]2)[c:5]([CH:26]=[O:25])[cH:6]1.